Dataset: the Open Reaction Database (ORD), a public repository of structured organic reaction records. Task: describe an organic reaction: reactants, conditions, products, and yield The reactants are FS(F)(F)(F)(F)c1ccc(Br)cc1, CN1C(=O)CC(C)(c2cccc(Br)c2)NC1=NC(=O)OC(C)(C)C, O=C([O-])[O-], CC(=O)[O-], CCOC(C)=O, [K+], [Na+], [Na+], CN(C)C=O, O. Yields the product CN1C(=O)CC(C)(c2cccc(-c3ccc(S(F)(F)(F)(F)F)cc3)c2)NC1=NC(=O)OC(C)(C)C. As a reaction SMILES: [Br:1][c:2]1[cH:3][cH:4][c:5]([S:8]([F:9])([F:10])([F:11])([F:12])[F:13])[cH:6][cH:7]1.[Br:25][c:26]1[cH:27][c:28]([C:32]2([CH3:48])[NH:33][C:34](=[N:40][C:41]([O:42][C:43]([CH3:44])([CH3:45])[CH3:46])=[O:47])[N:35]([CH3:39])[C:36](=[O:38])[CH2:37]2)[cH:29][cH:30][cH:31]1.[C:19](=[O:20])([O-:21])[O-:22].[CH3:15][C:16](=[O:17])[O-:18].[CH3:54][CH2:55][O:56][C:57]([CH3:58])=[O:59].[K+:14].[Na+:23].[Na+:24].[O:49]=[CH:50][N:51]([CH3:52])[CH3:53].[OH2:60]>>[c:2]1(-[c:26]2[cH:27][c:28]([C:32]3([CH3:48])[NH:33][C:34](=[N:40][C:41]([O:42][C:43]([CH3:44])([CH3:45])[CH3:46])=[O:47])[N:35]([CH3:39])[C:36](=[O:38])[CH2:37]3)[cH:29][cH:30][cH:31]2)[cH:3][cH:4][c:5]([S:8]([F:9])([F:10])([F:11])([F:12])[F:13])[cH:6][cH:7]1. Starting materials: C[O-], CO, Cc1ccccc1, [Na+], O=C(O)C1CCCCC12OCCO2, O=S(Cl)Cl. Yields the product O=C(Cl)C1CCCCC12OCCO2. Reaction SMILES: [CH3:14][O-:15].[CH3:21][OH:22].[CH3:23][c:24]1[cH:25][cH:26][cH:27][cH:28][cH:29]1.[Na+:16].[O:1]1[CH2:2][CH2:3][O:4][C:5]12[CH:6]([C:11](=[O:12])[OH:13])[CH2:7][CH2:8][CH2:9][CH2:10]2.[S:17]([Cl:18])([Cl:19])=[O:20]>>[O:1]1[CH2:2][CH2:3][O:4][C:5]12[CH:6]([C:11](=[O:13])[Cl:19])[CH2:7][CH2:8][CH2:9][CH2:10]2. The reactants are C1CCOC1, Nc1cccc(O)c1, CC(=O)c1ccc(C(=O)Nc2ccc(C(=O)c3ccc4c(c3)NC(=O)C4=CO)cc2)s1. The product is CC(=O)c1ccc(C(=O)Nc2ccc(C(=O)c3ccc4c(c3)NC(=O)C4=CNc3cccc(O)c3)cc2)s1. As a reaction SMILES: [CH2:40]1[O:41][CH2:42][CH2:43][CH2:44]1.[NH2:32][c:33]1[cH:34][cH:35][cH:36][c:37]([OH:38])[cH:39]1.[OH:1][CH:2]=[C:3]1[C:4](=[O:31])[NH:5][c:6]2[cH:7][c:8]([C:12](=[O:13])[c:14]3[cH:15][cH:16][c:17]([NH:20][C:21](=[O:22])[c:23]4[s:24][c:25]([C:28]([CH3:29])=[O:30])[cH:26][cH:27]4)[cH:18][cH:19]3)[cH:9][cH:10][c:11]21>>[CH:2](=[C:3]1[C:4](=[O:31])[NH:5][c:6]2[cH:7][c:8]([C:12](=[O:13])[c:14]3[cH:15][cH:16][c:17]([NH:20][C:21](=[O:22])[c:23]4[s:24][c:25]([C:28]([CH3:29])=[O:30])[cH:26][cH:27]4)[cH:18][cH:19]3)[cH:9][cH:10][c:11]21)[NH:32][c:33]1[cH:34][cH:35][cH:36][c:37]([OH:38])[cH:39]1.